This data is from the Open Reaction Database (ORD), a public repository of structured organic reaction records. The task is: describe an organic reaction: reactants, conditions, products, and yield The reactants are NC1=CC=C(C(=O)C2=CC=C(C#N)C=C2)C=C1 (4-(4-aminobenzoyl)benzonitrile), NC1=CC=C(C(=O)C2=CC=C(C#N)C=C2)C=C1 (4-(4-aminobenzoyl)benzonitrile), N1(N=CN=C1)C1=CC=C(CC(C(=O)O)C(=O)O)C=C1 (2-(4-(1H-1,2,4-triazol-1-yl)benzyl)malonic acid), N1(N=CN=C1)C1=CC=C(CC(C(=O)O)C(=O)O)C=C1 (2-(4-(1H-1,2,4-triazol-1-yl)benzyl)malonic acid), P(=O)(Cl)(Cl)Cl (phosphorus oxychloride), ice, ClCCl (Dichloromethane), [OH-].[K+] (potassium hydroxide). Reaction conditions: temperature 120 celsius, time 105 minute. Product: N1(N=CN=C1)C1=CC=C(CC=2C(=NC3=CC=C(C=C3C2Cl)C(=O)C2=CC=C(C#N)C=C2)Cl)C=C1 (4-(3-(4-(1H-1,2,4-Triazol-1-yl)benzyl)-2,4-dichloroquinoline-6-carbonyl)benzonitrile). Reaction SMILES: [NH2:1][C:2]1[CH:17]=[CH:16][C:5]([C:6]([C:8]2[CH:15]=[CH:14][C:11]([C:12]#[N:13])=[CH:10][CH:9]=2)=[O:7])=[CH:4][CH:3]=1.[N:18]1([C:23]2[CH:36]=[CH:35][C:26]([CH2:27][CH:28](C(O)=O)[C:29](O)=O)=[CH:25][CH:24]=2)[CH:22]=[N:21][CH:20]=[N:19]1.P(Cl)(Cl)([Cl:39])=O.[OH-].[K+].Cl[CH2:45][Cl:46]>>[N:18]1([C:23]2[CH:36]=[CH:35][C:26]([CH2:27][C:28]3[C:45]([Cl:46])=[N:1][C:2]4[C:17]([C:29]=3[Cl:39])=[CH:16][C:5]([C:6]([C:8]3[CH:15]=[CH:14][C:11]([C:12]#[N:13])=[CH:10][CH:9]=3)=[O:7])=[CH:4][CH:3]=4)=[CH:25][CH:24]=2)[CH:22]=[N:21][CH:20]=[N:19]1 |f:3.4|. Procedure: A mixture containing 4-(4-aminobenzoyl)benzonitrile (1.30 g, 5.85 mmol, Intermediate 16: step c), 2-(4-(1H-1,2,4-triazol-1-yl)benzyl)malonic acid (1.53 g, 5.85 mmol, Intermediate 82: step c), and phosphorus oxychloride (6.5 mL) was heated to 120° C. After 105 minutes, the flask was allowed to cool to 23° C. Dichloromethane (50 mL) and ice (50 mL) were added and the resulting mixture cooled in an ice-water bath. 6 M aqueous potassium hydroxide solution was added dropwise with stirring until the p...